The task is: describe an organic reaction: reactants, conditions, products, and yield. This data is from the Open Reaction Database (ORD), a public repository of structured organic reaction records. The reactants are [Li]CCCC, CCOC(=O)C=C(C)CP(=O)(OCC)OCC, CCN1CCC(C)(C)c2cc(C(C)C)cc(C(C)=C(F)C=O)c21, C1CCOC1, CCCCCC, CN1CCCN(C)C1=O. Product: CCCN1CCC(C)(C)c2cc(C(C)C)cc(C(C)=C(F)C=O)c21. Reaction SMILES: [CH2:18]([Li:19])[CH2:20][CH2:21][CH3:22].[CH2:1]([O:2][P:3]([CH2:4][C:5]([CH3:6])=[CH:7][C:8]([O:9][CH2:10][CH3:11])=[O:12])([O:13][CH2:14][CH3:15])=[O:16])[CH3:17].[CH2:29]([CH3:30])[N:31]1[CH2:32][CH2:33][C:34]([CH3:50])([CH3:51])[c:35]2[cH:36][c:37]([CH:47]([CH3:48])[CH3:49])[cH:38][c:39]([C:41](=[C:42]([CH:43]=[O:44])[F:45])[CH3:46])[c:40]21.[CH2:52]1[O:53][CH2:54][CH2:55][CH2:56]1.[CH3:23][CH2:24][CH2:25][CH2:26][CH2:27][CH3:28].[CH3:57][N:58]1[CH2:59][CH2:60][CH2:61][N:62]([CH3:63])[C:64]1=[O:65]>>[CH3:1][CH2:30][CH2:29][N:31]1[CH2:32][CH2:33][C:34]([CH3:50])([CH3:51])[c:35]2[cH:36][c:37]([CH:47]([CH3:48])[CH3:49])[cH:38][c:39]([C:41](=[C:42]([CH:43]=[O:44])[F:45])[CH3:46])[c:40]21. Starting materials: Cc1ccccc1, CC(C)O, NC(=O)COCCCl, [I-], [K+], CCOC(=O)N1CCNCC1, [Na+], [Na+], O=C([O-])[O-]. Yields the product CCOC(=O)N1CCN(CCOCC(N)=O)CC1. RXN SMILES: [CH3:28][c:29]1[cH:30][cH:31][cH:32][cH:33][cH:34]1.[CH:35]([OH:36])([CH3:37])[CH3:38].[Cl:1][CH2:2][CH2:3][O:4][CH2:5][C:6](=[O:7])[NH2:8].[I-:27].[K+:26].[N:9]1([C:15](=[O:16])[O:17][CH2:18][CH3:19])[CH2:10][CH2:11][NH:12][CH2:13][CH2:14]1.[Na+:20].[Na+:21].[O-:22][C:23](=[O:24])[O-:25]>>[CH2:2]([CH2:3][O:4][CH2:5][C:6](=[O:7])[NH2:8])[N:12]1[CH2:11][CH2:10][N:9]([C:15](=[O:16])[O:17][CH2:18][CH3:19])[CH2:14][CH2:13]1. The reactants are COC=1C=C2C(NC=NC2=CC1OCCN1CCOCC1)=O (6-methoxy-7-(2-morpholinoethoxy)-3,4-dihydroquinazolin-4-one), S(=O)(Cl)Cl (thionyl chloride). The reagents and catalysts are CN(C)C=O (DMF). The product is ClC1=NC=NC2=CC(=C(C=C12)OC)OCCN1CCOCC1 (4-chloro-6-methoxy-7-(2-morpholinoethoxy)quinazoline). Isolated yield 68.0%. As a reaction SMILES: [CH3:1][O:2][C:3]1[CH:4]=[C:5]2[C:10](=[CH:11][C:12]=1[O:13][CH2:14][CH2:15][N:16]1[CH2:21][CH2:20][O:19][CH2:18][CH2:17]1)[N:9]=[CH:8][NH:7][C:6]2=O.S(Cl)([Cl:25])=O>CN(C=O)C>[Cl:25][C:6]1[C:5]2[C:10](=[CH:11][C:12]([O:13][CH2:14][CH2:15][N:16]3[CH2:21][CH2:20][O:19][CH2:18][CH2:17]3)=[C:3]([O:2][CH3:1])[CH:4]=2)[N:9]=[CH:8][N:7]=1. Reported procedure: A mixture of 6-methoxy-7-(2-morpholinoethoxy)-3,4-dihydroquinazolin-4-one (310 mg, 1.02 mmol), thionyl chloride (10 ml) and DMF (2 drops) was heated at reflux for 4 hours and allowed to cool. Excess thionyl chloride was removed by evaporation and the residue was azeotroped with toluene. The residue was partitioned between aqueous sodium hydrogen carbonate and methylene chloride. The organic layer was separated, washed with brine and filtered through phase separating paper. The volatiles were rem... Starting materials: C(C)N=C=NCCCN(C)C (1-ethyl-3-(3-dimethylaminopropyl)carbodiimide), C(=O)(O)COC=1C=C(C(=O)OC)C=C(C1)O (methyl 3-carboxymethoxy-5-hydroxybenzoate), CN(CCN)C (N,N-dimethylethylenediamine), ON1N=NC2=C1C=CC=C2 (1-hydroxybenzotriazole). Run in CN(C=O)C (N,N-dimethylformamide). Run at time 5 hour. Yields the product CN(CCNC(=O)COC=1C=C(C(=O)OC)C=C(C1)O)C (methyl 3-[(2-dimethylaminoethyl)carbamoylmethoxy]-5-hydroxybenzoate). As a reaction SMILES: [C:1]([CH2:4][O:5][C:6]1[CH:7]=[C:8]([CH:13]=[C:14]([OH:16])[CH:15]=1)[C:9]([O:11][CH3:12])=[O:10])([OH:3])=O.[CH3:17][N:18]([CH3:22])[CH2:19][CH2:20][NH2:21].ON1C2C=CC=CC=2N=N1.C(N=C=NCCCN(C)C)C>CN(C)C=O>[CH3:17][N:18]([CH3:22])[CH2:19][CH2:20][NH:21][C:1]([CH2:4][O:5][C:6]1[CH:7]=[C:8]([CH:13]=[C:14]([OH:16])[CH:15]=1)[C:9]([O:11][CH3:12])=[O:10])=[O:3]. Procedure: To a mixture of methyl 3-carboxymethoxy-5-hydroxybenzoate (2 g), N,N-dimethylethylenediamine (1.07 ml) and 1-hydroxybenzotriazole (1.31 g) in N,N-dimethylformamide (40 ml) was added 1-ethyl-3-(3-dimethylaminopropyl)carbodiimide (1.86 g) under ice cooling. After stirring at room temperature for 5 hours, the solvent of the reaction mixture was removed under reduced pressure. The residue was purified by column chromatography on aluminum eluting with a mixture of chloroform and methanol (20:1 to 5:1... Reactants: C(C)(C)(C)OC(N[C@@H]1CNCCC1)=O ((S)-Piperidin-3-yl-carbamic acid tert-butyl ester), C(C1=CC=CC=C1)OC1=CC=C(CCl)C=C1 (4-benzyloxybenzyl chloride), C(=O)([O-])[O-].[K+].[K+] (K2CO3), [Na+].[I-] (NaI). The solvent is CS(=O)C (dimethylsulfoxide). Yields the product [Cl-].N[C@@H]1C[N+](CCC1)(CC1=CC=C(C=C1)OCC1=CC=CC=C1)CC1=CC=C(C=C1)OCC1=CC=CC=C1 ((S)-3-Amino-1,1-bis-(4-benzyloxy-benzyl)-piperidinium chloride). As a reaction SMILES: C(OC(=O)[NH:7][C@H:8]1[CH2:13][CH2:12][CH2:11][NH:10][CH2:9]1)(C)(C)C.[CH2:15]([O:22][C:23]1[CH:30]=[CH:29][C:26]([CH2:27][Cl:28])=[CH:25][CH:24]=1)[C:16]1[CH:21]=[CH:20][CH:19]=[CH:18][CH:17]=1.[C:31]([O-:34])([O-])=O.[K+].[K+].[Na+].[I-]>CS(C)=O>[Cl-:28].[NH2:7][C@H:8]1[CH2:13][CH2:12][CH2:11][N+:10]([CH2:15][C:16]2[CH:17]=[CH:18][C:19]([O:34][CH2:31][C:24]3[CH:23]=[CH:30][CH:29]=[CH:26][CH:25]=3)=[CH:20][CH:21]=2)([CH2:27][C:26]2[CH:29]=[CH:30][C:23]([O:22][CH2:15][C:16]3[CH:21]=[CH:20][CH:19]=[CH:18][CH:17]=3)=[CH:24][CH:25]=2)[CH2:9]1 |f:2.3.4,5.6,8.9|. Procedure: (S)-Piperidin-3-yl-carbamic acid tert-butyl ester (150 mg), 4-benzyloxybenzyl chloride (383 mg), K2CO3 (227 mg) and NaI (34 mg) are stirred in dimethylsulfoxide (5 mL) for 16 h. Volatiles are evaporated in vacuo, the residue partitioned between water and ethyl acetate, the organic phase collected, dried (Na2SO4) and volatiles evaporated in vacuo to give 540 mg of crude product that is used without further purification. To the material thus obtained dichloromethane (15 mL) and trifluoroacetic aci...